From a dataset of the Open Reaction Database (ORD), a public repository of structured organic reaction records. describe an organic reaction: reactants, conditions, products, and yield The reactants are NC1=CC(=C(C(=O)NCC2CCN(CC2)CCCCN)C=C1Cl)OC (4-Amino-N-(1-(4-aminobutyl)piperidin-4-ylmethyl)-5-chloro-2-methoxybenzamide), C(CC)N=C=O (n-propyl isocyanate). Run in CN(C=O)C (dimethylformamide). Conditions: time 1 hour. Product: NC1=CC(=C(C(=O)NCC2CCN(CC2)CCCCNC(=O)NCCC)C=C1Cl)OC (4 -amino-5-chloro-2-methoxy-N-(1-(4-(3-n-propylureido)butyl)-piperidin-4-ylmethyl)benzamide). As a reaction SMILES: [NH2:1][C:2]1[C:22]([Cl:23])=[CH:21][C:5]([C:6]([NH:8][CH2:9][CH:10]2[CH2:15][CH2:14][N:13]([CH2:16][CH2:17][CH2:18][CH2:19][NH2:20])[CH2:12][CH2:11]2)=[O:7])=[C:4]([O:24][CH3:25])[CH:3]=1.[CH2:26]([N:29]=[C:30]=[O:31])[CH2:27][CH3:28]>CN(C)C=O>[NH2:1][C:2]1[C:22]([Cl:23])=[CH:21][C:5]([C:6]([NH:8][CH2:9][CH:10]2[CH2:11][CH2:12][N:13]([CH2:16][CH2:17][CH2:18][CH2:19][NH:20][C:30]([NH:29][CH2:26][CH2:27][CH3:28])=[O:31])[CH2:14][CH2:15]2)=[O:7])=[C:4]([O:24][CH3:25])[CH:3]=1. Reported procedure: 4-Amino-N-(1-(4-aminobutyl)piperidin-4-ylmethyl)-5-chloro-2-methoxybenzamide (1.0 g) was dissolved in dimethylformamide (10 ml) and n-propyl isocyanate (0.26 ml) was dropwise added under ice-cooling. The mixture was stirred at room temperature for 1 hr, and the reaction mixture was concentrated under reduced pressure. The obtained residue was purified by silica gel chromatography to give 0.2 g of 4 -amino-5-chloro-2-methoxy-N-(1-(4-(3-n-propylureido)butyl)-piperidin-4-ylmethyl)benzamide. The reactants are [Al+3], CCCCOC(=O)c1oc2nn(CC)c(C)c2c1C, CCOCC, [H-], [H-], [H-], [H-], [Li+], O. Product: CCn1nc2oc(CO)c(C)c2c1C. Reaction SMILES: [Al+3:2].[CH2:12]([CH3:13])[n:14]1[n:15][c:16]2[c:17]([c:18]1[CH3:19])[c:20]([CH3:30])[c:21]([C:23](=[O:24])[O:25][CH2:26][CH2:27][CH2:28][CH3:29])[o:22]2.[CH2:7]([O:8][CH2:9][CH3:10])[CH3:11].[H-:1].[H-:4].[H-:5].[H-:6].[Li+:3].[OH2:31]>>[CH2:12]([CH3:13])[n:14]1[n:15][c:16]2[c:17]([c:18]1[CH3:19])[c:20]([CH3:30])[c:21]([CH2:23][OH:24])[o:22]2. Reactants: C(C)(C)(C)OC(=O)NCC1C2C(NC(C2CC=C1)=O)=O (4-tert.-Butyloxycarbonylaminomethyl-1,3-dioxo-1,3,3a,4,7,7a-hexahydroisoindole), [H-].[Al+3].[Li+].[H-].[H-].[H-] (lithium aluminium hydride). The product is CNCC1C2CNCC2CC=C1 (4-Methylaminomethyl-1,3,3a,4,7,7a-hexahydroisoindole). Reaction SMILES: C(O[C:6]([NH:8][CH2:9][CH:10]1[CH:18]=[CH:17][CH2:16][CH:15]2[CH:11]1[C:12](=O)[NH:13][C:14]2=O)=O)(C)(C)C.[H-].[Al+3].[Li+].[H-].[H-].[H-]>>[CH3:6][NH:8][CH2:9][CH:10]1[CH:18]=[CH:17][CH2:16][CH:15]2[CH:11]1[CH2:12][NH:13][CH2:14]2 |f:1.2.3.4.5.6|. Procedure: 4-tert.-Butyloxycarbonylaminomethyl-1,3-dioxo-1,3,3a,4,7,7a-hexahydroisoindole is reduced with lithium aluminium hydride by a method analogous to that described in Example A, method IIb: yellow oil. Reactants: CCN1C(=O)C(=O)c2cccc(F)c21, NN, O, O. Product: CCN1C(=O)Cc2cccc(F)c21. RXN SMILES: [CH2:1]([CH3:2])[N:3]1[C:4](=[O:14])[C:5](=[O:13])[c:6]2[cH:7][cH:8][cH:9][c:10]([F:12])[c:11]21.[NH2:16][NH2:17].[OH2:15].[OH2:18]>>[CH2:1]([CH3:2])[N:3]1[C:4](=[O:14])[CH2:5][c:6]2[cH:7][cH:8][cH:9][c:10]([F:12])[c:11]21. The product is N(N)C=1C=CC(=NC1)OC (5-hydrazino-2-methoxypyridine). The reactants are N(=O)[O-].[Na+] (sodium nitrite), ice, O.O.[Sn](Cl)Cl (tin(II)chloride dihydrate), NC=1C=CC(=NC1)OC (5-amino-2-methoxy pyridine). Reaction SMILES: [NH2:1][C:2]1[CH:3]=[CH:4][C:5]([O:8][CH3:9])=[N:6][CH:7]=1.[N:10]([O-])=O.[Na+].O.O.[Sn](Cl)Cl>Cl.O>[NH:1]([C:2]1[CH:3]=[CH:4][C:5]([O:8][CH3:9])=[N:6][CH:7]=1)[NH2:10] |f:1.2,3.4.5|. Procedure details: A solution of 5-amino-2-methoxy pyridine (1.0 g, 8.0 mmol) in 37% hydrochloric acid (7 mL) was cooled in an ice-salt bath and a solution of sodium nitrite (611 mg, 8.8 mmol) in water (2 mL) was added dropwise. The reaction mixture was stirred for 15 minutes then slowly added to an ice-cold solution of tin(II)chloride dihydrate (5.5 g, 24 mmol) in 37% hydrochloric acid (7 mL). After 3 hours at 0° C. the solids were collected by filtration and dissolved in 5% sodium hydroxide solution. The acidic,... The solvent is O (water), Cl (hydrochloric acid), Cl (hydrochloric acid). Reaction conditions: time 15 minute. Reactants: ethyl ester, C(C)OC(C(=O)OCC)=O (diethyloxalate), NC1CC(NC(C1)(C)C)(C)C (4-amino-2,2,6,6-tetramethylpiperidine), ester. The solvent is CO (methanol). Product: CC1(NC(CC(C1)NC(C(=O)OC)=O)(C)C)C (Methyl N-(2,2,6,6-tetramethyl-4-piperidinyl)oxamate), methyl ester. RXN SMILES: C(O[C:4](=[O:10])[C:5]([O:7][CH2:8]C)=[O:6])C.[NH2:11][CH:12]1[CH2:17][C:16]([CH3:19])([CH3:18])[NH:15][C:14]([CH3:21])([CH3:20])[CH2:13]1>CO>[CH3:20][C:14]1([CH3:21])[CH2:13][CH:12]([NH:11][C:4](=[O:10])[C:5]([O:7][CH3:8])=[O:6])[CH2:17][C:16]([CH3:19])([CH3:18])[NH:15]1. Procedure: Methyl N-(2,2,6,6-tetramethyl-4-piperidinyl)oxamate was prepared from diethyloxalate and 4-amino-2,2,6,6-tetramethylpiperidine according to the first step in Example III, Method B. The ethyl ester undergoes ester interchange in methanol to form the methyl ester. Reactants: BrC=1C=NC=C(C1)[C@H]1N(CCC1)[C@H](C)C1=CC=C(C=C1)OC (3-Bromo-5-{(S)-1-[(R)-1-(4-methoxy-phenyl)-ethyl]-pyrrolidin-2-yl}-pyridine), C(=O)(C(F)(F)F)O (TFA). The product is N1[C@@H](CCC1)C=1C=C(C=NC1)C1=CNC2=CC=CC=C12 (3-((S)-5-Pyrrolidin-2-yl-pyridin-3-yl)-1H-indole). RXN SMILES: Br[C:2]1[CH:3]=[N:4][CH:5]=[C:6]([C@@H:8]2[CH2:12][CH2:11][CH2:10][N:9]2[C@@H](C2C=CC(OC)=CC=2)C)[CH:7]=1.[C:23](O)([C:25](F)(F)F)=O>>[NH:9]1[CH2:10][CH2:11][CH2:12][C@H:8]1[C:6]1[CH:7]=[C:2]([C:2]2[C:23]3[C:25](=[CH:5][CH:6]=[CH:8][CH:12]=3)[NH:4][CH:3]=2)[CH:3]=[N:4][CH:5]=1. Procedure: A solution of 3-Bromo-5-{(S)-1-[(R)-1-(4-methoxy-phenyl)-ethyl]-pyrrolidin-2-yl}-pyridine 3 (3.64 g, 10.0 mmole) in 5 mL of TFA was heated at 120° C. in a microwave reactor for 30 minutes. The resulting solution was concentrated to remove TFA. The residue was dissolved in 150 mL of CH2Cl2 and basicfied by 5 mL of saturated NaHCO3. The solution was washed by 2×10 mL of water, dried over Na2SO4 and concentrated to give 3-((S)-5-Pyrrolidin-2-yl-pyridin-3-yl)-1H-indole 4 (2.4 g, crude) as deep brown...